From a dataset of the Open Reaction Database (ORD), a public repository of structured organic reaction records. describe an organic reaction: reactants, conditions, products, and yield Reactants: [BH4-], CCO, [Na+], CC(C)(C)c1ccc(C(=O)CCCN2CCC(OC(c3ccccc3)c3ccccc3)CC2)cc1. Yields the product CC(C)(C)c1ccc(C(O)CCCN2CCC(OC(c3ccccc3)c3ccccc3)CC2)cc1. Reaction SMILES: [BH4-:36].[CH3:38][CH2:39][OH:40].[Na+:37].[c:1]1([CH:7]([O:8][CH:9]2[CH2:10][CH2:11][N:12]([CH2:15][CH2:16][CH2:17][C:18]([c:19]3[cH:20][cH:21][c:22]([C:25]([CH3:26])([CH3:27])[CH3:28])[cH:23][cH:24]3)=[O:29])[CH2:13][CH2:14]2)[c:30]2[cH:31][cH:32][cH:33][cH:34][cH:35]2)[cH:2][cH:3][cH:4][cH:5][cH:6]1>>[c:1]1([CH:7]([O:8][CH:9]2[CH2:10][CH2:11][N:12]([CH2:15][CH2:16][CH2:17][CH:18]([c:19]3[cH:20][cH:21][c:22]([C:25]([CH3:26])([CH3:27])[CH3:28])[cH:23][cH:24]3)[OH:29])[CH2:13][CH2:14]2)[c:30]2[cH:31][cH:32][cH:33][cH:34][cH:35]2)[cH:2][cH:3][cH:4][cH:5][cH:6]1. Reactants: N1=CC=NC=C1 (Pyrazine), FC1=C(C(=O)C2=CC(=CC=3N(C(=NC32)OCC)C(=O)OC(C)(C)C)C=3C(=NOC3C)C)C(=CC=C1)F (tert-butyl 4-(2,6-difluorobenzoyl)-6-(3,5-dimethylisoxazol-4-yl)-2-ethoxy-1H-benzo[d]imidazole-1-carboxylate), [Li]CCCC (n-BuLi), CC1(NC(CCC1)(C)C)C (2,2,6,6-tetramethylpiperidine). Solvent: C1CCOC1 (THF), C1CCOC1 (THF), C1CCOC1 (THF). Conditions: temperature 65 celsius, time 5 minute. Product: FC1=C(C(=CC=C1)F)C(C1=CC(=CC=2NC(NC21)=O)C=2C(=NOC2C)C)(C2=NC=CN=C2)O (4-((2,6-difluorophenyl)(hydroxy)(pyrazin-2-yl)methyl)-6-(3,5-dimethylisoxazol-4-yl)-1H-benzo[d]imidazol-2(3H)-one). RXN SMILES: [Li]CCCC.CC1(C)CCCC(C)(C)N1.[N:16]1[CH:21]=[CH:20][N:19]=[CH:18][CH:17]=1.[F:22][C:23]1[CH:56]=[CH:55][CH:54]=[C:53]([F:57])[C:24]=1[C:25]([C:27]1[C:35]2[N:34]=[C:33]([O:36]CC)[N:32](C(OC(C)(C)C)=O)[C:31]=2[CH:30]=[C:29]([C:46]2[C:47]([CH3:52])=[N:48][O:49][C:50]=2[CH3:51])[CH:28]=1)=[O:26]>C1COCC1>[F:22][C:23]1[CH:56]=[CH:55][CH:54]=[C:53]([F:57])[C:24]=1[C:25]([OH:26])([C:17]1[CH:18]=[N:19][CH:20]=[CH:21][N:16]=1)[C:27]1[C:35]2[NH:34][C:33](=[O:36])[NH:32][C:31]=2[CH:30]=[C:29]([C:46]2[C:47]([CH3:52])=[N:48][O:49][C:50]=2[CH3:51])[CH:28]=1. Procedure details: n-BuLi (0.21 mL, 0.33 mmol) was added dropwise to a solution of 2,2,6,6-tetramethylpiperidine (0.06 mL, 0.33 mmol) in THF (0.7 mL) at 0° C. and was allowed to stir for 5 minutes. Pyrazine (24 mg, 0.3 mmol) in THF (0.4 mL) was added and the reaction was stirred for an additional 5 minutes and then cooled to −78° C. tert-butyl 4-(2,6-difluorobenzoyl)-6-(3,5-dimethylisoxazol-4-yl)-2-ethoxy-1H-benzo[d]imidazole-1-carboxylate (50 mg, 0.10 mmol) in THF (0.4 mL) was added, the solution was allowed to s... Starting materials: [N+](=O)([O-])C(C)(C)C1=NC=CN=C1 (2-(1-nitroisopropyl)pyrazine), CI (methyl iodide). The solvent is CO (methanol). The product is [I-].C[N+]1=CC(=NC=C1)C(C)(C)[N+](=O)[O-] (1-Methyl-3-(1-nitroisopropyl)pyrazinium iodide). Reaction SMILES: [N+:1]([C:4]([C:7]1[CH:12]=[N:11][CH:10]=[CH:9][N:8]=1)([CH3:6])[CH3:5])([O-:3])=[O:2].[CH3:13][I:14]>CO>[I-:14].[CH3:13][N+:11]1[CH:10]=[CH:9][N:8]=[C:7]([C:4]([N+:1]([O-:3])=[O:2])([CH3:5])[CH3:6])[CH:12]=1 |f:3.4|. Procedure details: 2.0 g of 2-(1-nitroisopropyl)pyrazine (3600) was dissolved in 10 ml of methanol, 5 ml of methyl iodide added and the solution refluxed for 4 days. The solvent was removed and the residue was taken up in water and washed with chloroform. It was then chromatographed (Biogel P-2/water) and freeze-dried giving 3.2 g of product (3700). It was recrystallized from ethyl acetate/ethanol, m.p. 135°-6°. UV H2O max: 227 (4.18), 281 (3.89). The reactants are CCOc1cc(C(C)(C)C)ncc1C1=NC(C)(c2ccc(Cl)cc2)C(C)(c2ccc(Cl)cc2)N1C(=O)N1CCN(CC(=O)O)CC1, Cl, CC(C)(N)CO. Yields the product CCOc1cc(C(C)(C)C)ncc1C1=NC(C)(c2ccc(Cl)cc2)C(C)(c2ccc(Cl)cc2)N1C(=O)N1CCN(CC(=O)NC(C)(C)CO)CC1. RXN SMILES: [C:2]([CH3:3])([CH3:4])([CH3:5])[c:6]1[cH:7][c:8]([O:45][CH2:46][CH3:47])[c:9]([C:12]2=[N:16][C:15]([CH3:17])([c:18]3[cH:19][cH:20][c:21]([Cl:24])[cH:22][cH:23]3)[C:14]([CH3:25])([c:26]3[cH:27][cH:28][c:29]([Cl:32])[cH:30][cH:31]3)[N:13]2[C:33](=[O:34])[N:35]2[CH2:36][CH2:37][N:38]([CH2:41][C:42](=[O:43])[OH:44])[CH2:39][CH2:40]2)[cH:10][n:11]1.[ClH:1].[NH2:48][C:49]([CH2:50][OH:51])([CH3:52])[CH3:53]>>[C:2]([CH3:3])([CH3:4])([CH3:5])[c:6]1[cH:7][c:8]([O:45][CH2:46][CH3:47])[c:9]([C:12]2=[N:16][C:15]([CH3:17])([c:18]3[cH:19][cH:20][c:21]([Cl:24])[cH:22][cH:23]3)[C:14]([CH3:25])([c:26]3[cH:27][cH:28][c:29]([Cl:32])[cH:30][cH:31]3)[N:13]2[C:33](=[O:34])[N:35]2[CH2:36][CH2:37][N:38]([CH2:41][C:42](=[O:43])[NH:48][C:49]([CH2:50][OH:51])([CH3:52])[CH3:53])[CH2:39][CH2:40]2)[cH:10][n:11]1. The reactants are ClC1=CC(=NC2=CC(=CC=C12)OC)C1=CC=C(C=C1)Cl (4-chloro-2-(4-chloro-phenyl)-7-methoxy-quinoline), C(O)CN (ethanolamine). The product is Cl.ClC1=CC=C(C=C1)C1=NC2=CC(=CC=C2C(=C1)NCCO)OC (2-[2-(4-Chloro-phenyl)-7-methoxy-quinolin-4-ylamino]-ethanol hydrochloride). As a reaction SMILES: [Cl:1][C:2]1[C:11]2[C:6](=[CH:7][C:8]([O:12][CH3:13])=[CH:9][CH:10]=2)[N:5]=[C:4]([C:14]2[CH:19]=[CH:18][C:17]([Cl:20])=[CH:16][CH:15]=2)[CH:3]=1.[CH2:21]([CH2:23][NH2:24])[OH:22]>>[ClH:1].[Cl:20][C:17]1[CH:18]=[CH:19][C:14]([C:4]2[CH:3]=[C:2]([NH:24][CH2:23][CH2:21][OH:22])[C:11]3[C:6](=[CH:7][C:8]([O:12][CH3:13])=[CH:9][CH:10]=3)[N:5]=2)=[CH:15][CH:16]=1 |f:2.3|. Procedure details: The title compound, m.p. 271-272° C., and MS: m/e=328 (M+), was prepared from 4-chloro-2-(4-chloro-phenyl)-7-methoxy-quinoline and ethanolamine. Reactants: Fc1ccc(CBr)c(Br)c1, CC1(C)NC(=O)N(c2ccc(C#N)c(C3CC3)c2)C1=O. Yields the product CC1(C)C(=O)N(c2ccc(C#N)c(C3CC3)c2)C(=O)N1Cc1ccc(F)cc1Br. RXN SMILES: [Br:21][c:22]1[c:23]([CH2:29][Br:30])[cH:24][cH:25][c:26]([F:28])[cH:27]1.[CH:1]1([c:4]2[c:5]([C:6]#[N:7])[cH:8][cH:9][c:10]([N:12]3[C:13](=[O:20])[NH:14][C:15]([CH3:18])([CH3:19])[C:16]3=[O:17])[cH:11]2)[CH2:2][CH2:3]1>>[CH:1]1([c:4]2[c:5]([C:6]#[N:7])[cH:8][cH:9][c:10]([N:12]3[C:13](=[O:20])[N:14]([CH2:29][c:23]4[c:22]([Br:21])[cH:27][c:26]([F:28])[cH:25][cH:24]4)[C:15]([CH3:18])([CH3:19])[C:16]3=[O:17])[cH:11]2)[CH2:2][CH2:3]1. The reactants are C(C)(C)(C)C1=CC(=C(C=C1)C=1N([C@]([C@](N1)(C)C1=CC=C(C=C1)Cl)(C)C1=CC=C(C=C1)Cl)C(=O)Cl)OCC ((4S,5R)-2-(4-tert-butyl-2-ethoxy-phenyl)-4,5-bis-(4-chloro-phenyl)-4,5-dimethyl-4,5-dihydro-imidazole-1-carbonyl chloride), COC(=O)[C@H]1N(CCNC1)C ((S)-1-methyl-piperazine-2-carboxylic acid methyl ester). Product: COC(=O)[C@H]1N(CCN(C1)C(=O)N1C(=N[C@@]([C@@]1(C)C1=CC=C(C=C1)Cl)(C)C1=CC=C(C=C1)Cl)C1=C(C=C(C=C1)C(C)(C)C)OCC)C ((S)-4-[(4S,5R)-2-(4-tert-Butyl-2-ethoxy-phenyl)-4,5-bis-(4-chloro-phenyl)-4,5-dimethyl-4,5-dihydro-imidazole-1-carbonyl]-1-methyl-piperazine-2-carboxylic acid methyl ester). RXN SMILES: [C:1]([C:5]1[CH:10]=[CH:9][C:8]([C:11]2[N:12]([C:32](Cl)=[O:33])[C@@:13]([C:25]3[CH:30]=[CH:29][C:28]([Cl:31])=[CH:27][CH:26]=3)([CH3:24])[C@@:14]([C:17]3[CH:22]=[CH:21][C:20]([Cl:23])=[CH:19][CH:18]=3)([CH3:16])[N:15]=2)=[C:7]([O:35][CH2:36][CH3:37])[CH:6]=1)([CH3:4])([CH3:3])[CH3:2].[CH3:38][O:39][C:40]([C@@H:42]1[CH2:47][NH:46][CH2:45][CH2:44][N:43]1[CH3:48])=[O:41]>>[CH3:38][O:39][C:40]([C@@H:42]1[CH2:47][N:46]([C:32]([N:12]2[C@@:13]([C:25]3[CH:26]=[CH:27][C:28]([Cl:31])=[CH:29][CH:30]=3)([CH3:24])[C@@:14]([C:17]3[CH:22]=[CH:21][C:20]([Cl:23])=[CH:19][CH:18]=3)([CH3:16])[N:15]=[C:11]2[C:8]2[CH:9]=[CH:10][C:5]([C:1]([CH3:4])([CH3:3])[CH3:2])=[CH:6][C:7]=2[O:35][CH2:36][CH3:37])=[O:33])[CH2:45][CH2:44][N:43]1[CH3:48])=[O:41]. Reported procedure: In a manner analogous to the method described in example 5, (4S,5R)-2-(4-tert-butyl-2-ethoxy-phenyl)-4,5-bis-(4-chloro-phenyl)-4,5-dimethyl-4,5-dihydro-imidazole-1-carbonyl chloride (example 4) was reacted with (S)-1-methyl-piperazine-2-carboxylic acid methyl ester (Aldrich) to give the title compound. HR-MS (ES, m/z) calculated for C37H45N4O4Cl2 [(M+H)+] 679.2813, observed 679.2805. Reactants: Cl (HCl), ClC1=C(C(=O)NC=2C=NC(=CC2)N2N=C(C=C2C2CC2)C2CC2)C(=CN=C1)Cl (3,5-dichloro-N-[6-(3,5-dicyclopropyl-1H-pyrazol-1-yl)pyridin-3-yl]isonicotinamide), ClC1=C(C(=O)Cl)C(=CN=C1)Cl (3,5-dichloroisonicotinoyl chloride), intermediate 30. Run in C(C)OCC (diethyl ether), C1CCOC1 (THF). Run at time 15 minute. Product: Cl.ClC1=C(C(=O)NC=2C=NC(=CC2)N2N=C(C=C2C2CC2)C2CC2)C(=CN=C1)Cl (3,5-dichloro-N-[6-(3,5-dicyclopropyl-1H-pyrazol-1-yl)pyridin-3-yl]isonicotinamide hydrochloride). The yield is 53.6%. RXN SMILES: [Cl:1][C:2]1[CH:27]=[N:26][CH:25]=[C:24]([Cl:28])[C:3]=1[C:4]([NH:6][C:7]1[CH:8]=[N:9][C:10]([N:13]2[C:17]([CH:18]3[CH2:20][CH2:19]3)=[CH:16][C:15]([CH:21]3[CH2:23][CH2:22]3)=[N:14]2)=[CH:11][CH:12]=1)=[O:5].ClC1C=NC=C(Cl)C=1C(Cl)=O.Cl>C1COCC1.C(OCC)C>[ClH:1].[Cl:28][C:24]1[CH:25]=[N:26][CH:27]=[C:2]([Cl:1])[C:3]=1[C:4]([NH:6][C:7]1[CH:8]=[N:9][C:10]([N:13]2[C:17]([CH:18]3[CH2:19][CH2:20]3)=[CH:16][C:15]([CH:21]3[CH2:22][CH2:23]3)=[N:14]2)=[CH:11][CH:12]=1)=[O:5] |f:5.6|. Procedure: Following the general procedure-2, 3,5-dichloro-N-[6-(3,5-dicyclopropyl-1H-pyrazol-1-yl)pyridin-3-yl]isonicotinamide (24 mg) was prepared from 3,5-dichloroisonicotinoyl chloride (313 mg, 1.5 mmol) and intermediate 30 (200 mg, 0.75 mmol) as a white solid and dissolved in THF. Saturated HCl in diethyl ether was added to this solution at 0° C. and stirred for 15 min Solid that separated out was filtered and dried to give the title compound (7 mg) as a pale-yellow solid. M.P.: 193-195° C. 1H-NMR (δ ... Reactants: CC(C)(C)OC(=O)N1CCN(CCO[Si](C)(C)C(C)(C)C)C1=O, CCCC[N+](CCCC)(CCCC)CCCC, CO, [F-], C1CCOC1. The product is CC(C)(C)OC(=O)N1CCN(CCO)C1=O. Reaction SMILES: [C:19]([Si:20]([CH3:21])([CH3:22])[O:24][CH2:25][CH2:26][N:27]1[C:28](=[O:39])[N:29]([C:32](=[O:33])[O:34][C:35]([CH3:36])([CH3:37])[CH3:38])[CH2:30][CH2:31]1)([CH3:23])([CH3:40])[CH3:41].[CH2:2]([N+:3]([CH2:4][CH2:5][CH2:6][CH3:7])([CH2:8][CH2:9][CH2:10][CH3:11])[CH2:12][CH2:13][CH2:14][CH3:15])[CH2:16][CH2:17][CH3:18].[CH3:42][OH:43].[F-:1].[O:44]1[CH2:45][CH2:46][CH2:47][CH2:48]1>>[OH:24][CH2:25][CH2:26][N:27]1[C:28](=[O:39])[N:29]([C:32](=[O:33])[O:34][C:35]([CH3:36])([CH3:37])[CH3:38])[CH2:30][CH2:31]1. Yields the product Cl, CCOC(=O)CCCC1(Cc2ccncc2)C(=O)N(c2ccccc2)c2ccccc21. Reaction SMILES: [Br:29][CH2:30][CH2:31][CH2:32][C:33](=[O:34])[O:35][CH2:36][CH3:37].[CH2:41]1[O:42][CH2:43][CH2:44][CH2:45]1.[Cl:38][CH2:39][Cl:40].[ClH:1].[H-:28].[Na+:26].[Na+:27].[OH-:25].[c:2]1([N:8]2[C:9](=[O:24])[CH:10]([CH2:17][c:18]3[cH:19][cH:20][n:21][cH:22][cH:23]3)[c:11]3[cH:12][cH:13][cH:14][cH:15][c:16]32)[cH:3][cH:4][cH:5][cH:6][cH:7]1>>[ClH:1].[c:2]1([N:8]2[C:9](=[O:24])[C:10]([CH2:17][c:18]3[cH:19][cH:20][n:21][cH:22][cH:23]3)([CH2:30][CH2:31][CH2:32][C:33](=[O:34])[O:35][CH2:36][CH3:37])[c:11]3[cH:12][cH:13][cH:14][cH:15][c:16]32)[cH:3][cH:4][cH:5][cH:6][cH:7]1. Starting materials: CCOC(=O)CCCBr, C1CCOC1, ClCCl, Cl, [H-], [Na+], [Na+], [OH-], O=C1C(Cc2ccncc2)c2ccccc2N1c1ccccc1.